Dataset: the Open Reaction Database (ORD), a public repository of structured organic reaction records. Task: describe an organic reaction: reactants, conditions, products, and yield Reactants: O(C1=CC=CC=C1)C=1N=C2C(=NC1)N(C=C2C(=O)O)COCC[Si](C)(C)C (2-phenoxy-5-(2-trimethylsilanyl-ethoxymethyl)-5H-pyrrolo[2,3-b]pyrazine-7-carboxylic acid), CN(CCCN=C=NCC)C ((3-dimethylamino-propyl)-ethyl-carbodiimide), C1(CCCCC1)N (cyclohexylamine). Reagents/catalysts: CN(C1=CC=NC=C1)C (4-dimethylaminopyridine). Run in C(Cl)Cl (CH2Cl2), C(Cl)Cl (CH2Cl2). Conditions: time 8 hour. Yields the product C1(CCCCC1)NC(=O)C1=CN(C2=NC=C(N=C21)OC2=CC=CC=C2)COCC[Si](C)(C)C (2-phenoxy-5-(2-trimethylsilanyl-ethoxymethyl)-5H-pyrrolo[2,3-b]pyrazine-7-carboxylic acid cyclohexylamide). Reaction SMILES: [O:1]([C:8]1[N:9]=[C:10]2[C:16]([C:17](O)=[O:18])=[CH:15][N:14]([CH2:20][O:21][CH2:22][CH2:23][Si:24]([CH3:27])([CH3:26])[CH3:25])[C:11]2=[N:12][CH:13]=1)[C:2]1[CH:7]=[CH:6][CH:5]=[CH:4][CH:3]=1.CN(C)CCCN=C=NCC.[CH:39]1([NH2:45])[CH2:44][CH2:43][CH2:42][CH2:41][CH2:40]1>CN(C)C1C=CN=CC=1.C(Cl)Cl>[CH:39]1([NH:45][C:17]([C:16]2[C:10]3[C:11](=[N:12][CH:13]=[C:8]([O:1][C:2]4[CH:7]=[CH:6][CH:5]=[CH:4][CH:3]=4)[N:9]=3)[N:14]([CH2:20][O:21][CH2:22][CH2:23][Si:24]([CH3:26])([CH3:27])[CH3:25])[CH:15]=2)=[O:18])[CH2:44][CH2:43][CH2:42][CH2:41][CH2:40]1. Procedure details: To a solution of 2-phenoxy-5-(2-trimethylsilanyl-ethoxymethyl)-5H-pyrrolo[2,3-b]pyrazine-7-carboxylic acid (0.115 g, 0.30 mmol), 4-dimethylaminopyridine (0.048 g, 0.39 mmol) and (3-dimethylamino-propyl)-ethyl-carbodiimide (0.075 g, 0.39 mmol) in CH2Cl2 (2 mL) was added a solution of cyclohexylamine (0.039 g, 0.39 mmol) in CH2Cl2 (0.5 mL). The reaction mixture was stirred at room temperature overnight, then quenched with water and extracted with ethyl acetate (3×). The organic layer was washed wi... Starting materials: O[C@@H]1[C@@H]2[C@]3(C=CC(C=C3[C@H](C[C@H]2[C@@H]2CC[C@](C(C(O)OC([C@@H](NC([C@H]3N(CCC3)C([C@@H](NC([C@@H](NC(=O)OC(C)(C)C)C)=O)C)=O)=O)C(C)C)=O)=O)([C@]2(C1)C)OC(CC)=O)C)=O)C (N-(N-(N-(N-(1,1-Dimethylethoxycarbonyl)-L-alanyl)-L-alanyl)-L -prolyl)-L-valine [11β,21-dihydroxy-3,20-dioxo-6α-methyl-17-propionyloxy-pregna-1,4-dien-21-yl] ester), C(C)(C)N(CC)C(C)C (diisopropylethylamine), ClC1=CC=C(C=C1)S(=O)(=O)Cl (4-chlorobenzenesulfonic acid chloride). Solvent: O1CCCC1 (tetrahydrofuran). Reaction conditions: time 23 hour. The product is O[C@@H]1[C@@H]2[C@]3(C=CC(C=C3[C@H](C[C@H]2[C@@H]2CC[C@](C(C(O)OC([C@@H](NC([C@H]3N(CCC3)C([C@@H](NC([C@@H](NS(=O)(=O)C3=CC=C(C=C3)Cl)C)=O)C)=O)=O)C(C)C)=O)=O)([C@]2(C1)C)OC(CC)=O)C)=O)C (N-(N-(N-(N-(4-chlorobenzenesulfonyl)-L-alanyl)-L-alanyl)-L -prolyl)-L-valine [11β,21-dihydroxy-3,20-dioxo-6α-methyl-17-propionyloxy-pregna-1,4-dien-21-yl] ester). The yield is 70.0%. RXN SMILES: [OH:1][C@H:2]1[CH2:54][C@@:53]2([CH3:55])[C@@H:13]([CH2:14][CH2:15][C@:16]2([O:56][C:57](=[O:60])[CH2:58][CH3:59])[C:17](=[O:52])[CH:18]([O:20][C:21](=[O:51])[C@H:22]([CH:48]([CH3:50])[CH3:49])[NH:23][C:24](=[O:47])[C@@H:25]2[CH2:29][CH2:28][CH2:27][N:26]2[C:30](=[O:46])[C@H:31]([CH3:45])[NH:32][C:33](=[O:44])[C@H:34]([CH3:43])[NH:35]C(OC(C)(C)C)=O)[OH:19])[C@H:12]2[C@H:3]1[C@:4]1([CH3:63])[C:9]([C@@H:10]([CH3:61])[CH2:11]2)=[CH:8][C:7](=[O:62])[CH:6]=[CH:5]1.C(N(C(C)C)CC)(C)C.[Cl:73][C:74]1[CH:79]=[CH:78][C:77]([S:80](Cl)(=[O:82])=[O:81])=[CH:76][CH:75]=1>O1CCCC1>[OH:1][C@H:2]1[CH2:54][C@@:53]2([CH3:55])[C@@H:13]([CH2:14][CH2:15][C@:16]2([O:56][C:57](=[O:60])[CH2:58][CH3:59])[C:17](=[O:52])[CH:18]([O:20][C:21](=[O:51])[C@H:22]([CH:48]([CH3:49])[CH3:50])[NH:23][C:24](=[O:47])[C@@H:25]2[CH2:29][CH2:28][CH2:27][N:26]2[C:30](=[O:46])[C@H:31]([CH3:45])[NH:32][C:33](=[O:44])[C@H:34]([CH3:43])[NH:35][S:80]([C:77]2[CH:78]=[CH:79][C:74]([Cl:73])=[CH:75][CH:76]=2)(=[O:82])=[O:81])[OH:19])[C@H:12]2[C@H:3]1[C@:4]1([CH3:63])[C:9]([C@@H:10]([CH3:61])[CH2:11]2)=[CH:8][C:7](=[O:62])[CH:6]=[CH:5]1. Procedure details: 100 mg (0.11 mmol) of H-Ala-Ala-Pro-Val-O-MPP x TFA (Example 3) and 300 μl (1.71 mmol) of diisopropylethylamine are dissolved in 5 ml of tetrahydrofuran, mixed with 238 mg (1.13 mmol) of 4-chlorobenzenesulfonic acid chloride and stirred for 23 hours at room temperature. The residue that remains after removal of the solvent i.vac. is chromatographed. Gradient chromatography on 25 g of silica gel 60 (hexane/acetone 2:1→1:2) yields 75 mg (70%) of N-(N-(N-(N-(4-chlorobenzenesulfonyl)-L-alanyl)-L-ala... The reactants are CC(=O)O[BH-](OC(C)=O)OC(C)=O, CC(=O)O, CC#N, O=Cc1ccc(Cl)cc1, CCN1Cc2cc(N)ccc2C1=O, [Na+]. Product: CCN1Cc2cc(NCc3ccc(Cl)cc3)ccc2C1=O. RXN SMILES: [C:1]([O:2][BH-:3]([O:4][C:5](=[O:6])[CH3:7])[O:8][C:9](=[O:10])[CH3:11])(=[O:12])[CH3:13].[CH3:37][C:38](=[O:39])[OH:40].[CH3:41][C:42]#[N:43].[Cl:28][c:29]1[cH:30][cH:31][c:32]([CH:33]=[O:34])[cH:35][cH:36]1.[NH2:15][c:16]1[cH:17][c:18]2[c:22]([cH:23][cH:24]1)[C:21](=[O:25])[N:20]([CH2:26][CH3:27])[CH2:19]2.[Na+:14]>>[NH:15]([c:16]1[cH:17][c:18]2[c:22]([cH:23][cH:24]1)[C:21](=[O:25])[N:20]([CH2:26][CH3:27])[CH2:19]2)[CH2:33][c:32]1[cH:31][cH:30][c:29]([Cl:28])[cH:36][cH:35]1. Starting materials: CS(C)=O, NC1CCCCC1, O, CCOC(=O)c1cnc2c(c(C)nn2-c2ccccn2)c1O, Cc1ccccc1C. Yields the product Cc1nn(-c2ccccn2)c2ncc(C(=O)NC3CCCCC3)c(O)c12. As a reaction SMILES: [CH3:39][S:40]([CH3:41])=[O:42].[NH2:23][CH:24]1[CH2:25][CH2:26][CH2:27][CH2:28][CH2:29]1.[OH2:30].[OH:1][c:2]1[c:3]2[c:4]([n:5][cH:6][c:7]1[C:8]([O:10][CH2:9][CH3:11])=[O:12])[n:13](-[c:17]1[n:18][cH:19][cH:20][cH:21][cH:22]1)[n:14][c:15]2[CH3:16].[c:31]1([CH3:32])[c:33]([CH3:34])[cH:35][cH:36][cH:37][cH:38]1>>[OH:1][c:2]1[c:3]2[c:4]([n:5][cH:6][c:7]1[C:8](=[O:10])[NH:23][CH:24]1[CH2:25][CH2:26][CH2:27][CH2:28][CH2:29]1)[n:13](-[c:17]1[n:18][cH:19][cH:20][cH:21][cH:22]1)[n:14][c:15]2[CH3:16]. The reactants are N1=C(SC=2C=NC=CC21)C(=O)[O-].[Na+] (sodium thiazolo[5,4-c]pyridine-2-carboxylate), Cl.ClC=1C=C2C=CC(=CC2=CC1)S(=O)(=O)N1CCNCC1 (1-[(6-chloronaphthalen-2-yl)sulfonyl]piperazine hydrochloride), raw materials. Yields the product Cl.ClC=1C=C2C=CC(=CC2=CC1)S(=O)(=O)N1CCN(CC1)C(=O)C=1SC=2C=NC=CC2N1 (1-[(6-Chloronaphthalen-2-yl)sulfonyl]-4-[(thiazolo[5,4-c]pyridin-2-yl)carbonyl]piperazine hydrochloride). RXN SMILES: [N:1]1[C:9]2[CH:8]=[CH:7][N:6]=[CH:5][C:4]=2[S:3][C:2]=1[C:10]([O-:12])=O.[Na+].Cl.[Cl:15][C:16]1[CH:17]=[C:18]2[C:23](=[CH:24][CH:25]=1)[CH:22]=[C:21]([S:26]([N:29]1[CH2:34][CH2:33][NH:32][CH2:31][CH2:30]1)(=[O:28])=[O:27])[CH:20]=[CH:19]2>>[ClH:15].[Cl:15][C:16]1[CH:17]=[C:18]2[C:23](=[CH:24][CH:25]=1)[CH:22]=[C:21]([S:26]([N:29]1[CH2:30][CH2:31][N:32]([C:10]([C:2]3[S:3][C:4]4[CH:5]=[N:6][CH:7]=[CH:8][C:9]=4[N:1]=3)=[O:12])[CH2:33][CH2:34]1)(=[O:27])=[O:28])[CH:20]=[CH:19]2 |f:0.1,2.3,4.5|. Procedure: In a similar manner to Example 4 except for the use of sodium thiazolo[5,4-c]pyridine-2-carboxylate and 1-[(6-chloronaphthalen-2-yl)sulfonyl]piperazine hydrochloride as the raw materials, the reaction was conducted, whereby the title compound was obtained. Reactants: NC1=CC=C2C(=N1)C(=CN2)C2CCN(CC2)C (5-amino-3-(1-methylpiperidin-4-yl)pyrrolo[3,2-b]pyridine), Cl.N1=CC=C(C=C1)C(=O)Cl (4-pyridinecarbonyl chloride hydrochloride). The product is N1=CC=C(C=C1)C(=O)NC1=CC=C2C(=N1)C(=CN2)C2CCN(CC2)C (5-(N-[4-pyridinecarbonyl]amino)-3-(1-methylpiperidin-4-yl)pyrrolo[3,2-b]pyridine). Yield: 56.0%. RXN SMILES: [NH2:1][C:2]1[N:7]=[C:6]2[C:8]([CH:11]3[CH2:16][CH2:15][N:14]([CH3:17])[CH2:13][CH2:12]3)=[CH:9][NH:10][C:5]2=[CH:4][CH:3]=1.Cl.[N:19]1[CH:24]=[CH:23][C:22]([C:25](Cl)=[O:26])=[CH:21][CH:20]=1>>[N:19]1[CH:24]=[CH:23][C:22]([C:25]([NH:1][C:2]2[N:7]=[C:6]3[C:8]([CH:11]4[CH2:16][CH2:15][N:14]([CH3:17])[CH2:13][CH2:12]4)=[CH:9][NH:10][C:5]3=[CH:4][CH:3]=2)=[O:26])=[CH:21][CH:20]=1 |f:1.2|. Procedure: Beginning with 0.065 gm (0.282 mMol) 5-amino-3-(1-methylpiperidin-4-yl)pyrrolo[3,2-b]pyridine and 0.106 gm (0.593 mMol) 4-pyridinecarbonyl chloride hydrochloride, 0.053 gm (56%) of the title compound was recovered as an amorphous solid by the procedure described in Example 16. Starting materials: CCO, O=C(OCCCCC=C(F)F)c1ccc(Cl)cc1, [Na+], [OH-], O. Yields the product OCCCCC=C(F)F. RXN SMILES: [CH3:22][CH2:23][OH:24].[Cl:3][c:4]1[cH:5][cH:6][c:7]([C:8](=[O:9])[O:10][CH2:11][CH2:12][CH2:13][CH2:14][CH:15]=[C:16]([F:17])[F:18])[cH:19][cH:20]1.[Na+:2].[OH-:1].[OH2:21]>>[OH:10][CH2:11][CH2:12][CH2:13][CH2:14][CH:15]=[C:16]([F:17])[F:18]. Starting materials: ClC=1C=C2C(C(=COC2=CC1O)C1=CC=C(OCCCC#N)C=C1)=O (4-[4-(6-Chloro-7-hydroxy-4-oxo-4H-chromen-3-yl)-phenoxy]-butyronitrile), O.NN (Hydrazine hydrate). Product: ClC=1C(=CC(=C(C1)C1=NNC=C1C1=CC=C(OCCCC#N)C=C1)O)O (4-{4-[3-(5-Chloro-2,4-dihydroxy-phenyl)-1H-pyrazol-4-yl]-phenoxy}-butyronitrile). The yield is 71.6%. Reaction SMILES: [Cl:1][C:2]1[CH:3]=[C:4]2[C:9](=[CH:10][C:11]=1[OH:12])[O:8][CH:7]=[C:6]([C:13]1[CH:24]=[CH:23][C:16]([O:17][CH2:18][CH2:19][CH2:20][C:21]#[N:22])=[CH:15][CH:14]=1)[C:5]2=O.O.[NH2:27][NH2:28]>>[Cl:1][C:2]1[C:11]([OH:12])=[CH:10][C:9]([OH:8])=[C:4]([C:5]2[C:6]([C:13]3[CH:24]=[CH:23][C:16]([O:17][CH2:18][CH2:19][CH2:20][C:21]#[N:22])=[CH:15][CH:14]=3)=[CH:7][NH:28][N:27]=2)[CH:3]=1 |f:1.2|. Reported procedure: This compounds was synthesised in the same manner as described above. 4-[4-(6-Chloro-7-hydroxy-4-oxo-4H-chromen-3-yl)-phenoxy]-butyronitrile (0.12 g, 0.34 mmol), Hydrazine hydrate (5 ml). The precipitate formed on quenching was filtered to give 4-{4-[3-(5-Chloro-2,4-dihydroxy-phenyl)-1H-pyrazol-4-yl]-phenoxy}-butyronitrile as a white solid (0.09 g, 71.6%); Rf 0.6 ethyl acetate/hexane (70/30)].